From a dataset of the Open Reaction Database (ORD), a public repository of structured organic reaction records. describe an organic reaction: reactants, conditions, products, and yield The reactants are Cl, CC(=O)OCc1cccc(-c2ccccc2)n1. The product is OCc1cccc(-c2ccccc2)n1. RXN SMILES: [ClH:18].[c:1]1(-[c:7]2[n:8][c:9]([CH2:13][O:14][C:15](=[O:16])[CH3:17])[cH:10][cH:11][cH:12]2)[cH:2][cH:3][cH:4][cH:5][cH:6]1>>[c:1]1(-[c:7]2[n:8][c:9]([CH2:13][OH:14])[cH:10][cH:11][cH:12]2)[cH:2][cH:3][cH:4][cH:5][cH:6]1. Reactants: C1(CCCCCN1)=O (ε-caprolactam), [H-].[Na+] (NaH), oil, CI (Methyl iodide). The solvent is C1CCOC1 (THF). Conditions: temperature 0 celsius, time 30 minute. Product: CN1C(CCCCC1)=O (N-Methyl-ε-caprolactam). Reaction SMILES: [C:1]1(=[O:8])[NH:7][CH2:6][CH2:5][CH2:4][CH2:3][CH2:2]1.[H-].[Na+].[CH3:11]I>C1COCC1>[CH3:11][N:7]1[CH2:6][CH2:5][CH2:4][CH2:3][CH2:2][C:1]1=[O:8] |f:1.2|. Procedure: To a solution of ε-caprolactam (2.0 g, 17.6 mmol) in anhydrous THF (15 mL) at 0° C. was added NaH, 60% dispersion in oil (1.06 g, 26.0 mmol), and the mixture was stirred at 0° C. for 30 minutes. The cold bath was removed and the mixture was stirred at room temperature for 1 hour and then cooled again to 0° C. Methyl iodide (1.65 mL, 26.0 mmol) was added dropwise over 10 minutes, then the cold bath was removed and the mixture was stirred at room temperature for 18 hours. The excess NaH was quench... Starting materials: FC1=C(C=CC(=C1)F)[N+](=O)[O-] (2,4-difluoro-1-nitrobenzene), CC=1N=CNC1 (4-methyl-1H-imidazole), C([O-])([O-])=O.[K+].[K+] (potassium carbonate). The solvent is ClCCl (dichloromethane). Conditions: time 4 day. Yields the product FC=1C=CC(=C(C1)N1C=NC(=C1)C)[N+](=O)[O-] (1-(5-Fluoro-2-nitrophenyl)-4-methyl-1H-imidazole). Isolated yield 50.4%. As a reaction SMILES: F[C:2]1[CH:7]=[C:6]([F:8])[CH:5]=[CH:4][C:3]=1[N+:9]([O-:11])=[O:10].[CH3:12][C:13]1[N:14]=[CH:15][NH:16][CH:17]=1.C(=O)([O-])[O-].[K+].[K+]>ClCCl>[F:8][C:6]1[CH:5]=[CH:4][C:3]([N+:9]([O-:11])=[O:10])=[C:2]([N:16]2[CH:17]=[C:13]([CH3:12])[N:14]=[CH:15]2)[CH:7]=1 |f:2.3.4|. Procedure details: A mixture of 2,4-difluoro-1-nitrobenzene (50 g, 314 mmol), 4-methyl-1H-imidazole (25.7 g, 314 mmol) and potassium carbonate (100 g, 725 mmol) in dichloromethane (600 mL) was stirred at room temperature for 4 days. The mixture was washed with water then dried over magnesium sulfate. Solvent was removed under reduced pressure and the residue was recrystallized in ethyl acetate to provide product 1A as a yellow solid (35 g, 50% yield). EIMS 221.9 [M+H]+. RXN SMILES: [NH2:1][CH2:2][CH2:3][S:4][CH2:5][C:6]1[O:7][C:8]2[CH:14]=[C:13]([CH2:15][N:16]([CH3:18])[CH3:17])[CH:12]=[CH:11][C:9]=2[CH:10]=1.CS(=[N:25][S:26]([CH3:29])(=[O:28])=[O:27])C(=S)OC.[CH3:30][NH2:31].[CH3:32]O>>[CH3:17][N:16]([CH2:15][C:13]1[CH:12]=[CH:11][C:9]2[CH:10]=[C:6]([CH2:5][S:4][CH2:3][CH2:2][NH:1][C:30]([NH:25][S:26]([CH3:29])(=[O:28])=[O:27])=[N:31][CH3:32])[O:7][C:8]=2[CH:14]=1)[CH3:18]. Conditions: time 16 hour. Yields the product CN(C)CC1=CC2=C(C=C(O2)CSCCNC(=NC)NS(=O)(=O)C)C=C1 (N-[2-(6-dimethylaminomethyl-2-benzofuranylmethylthio)-ethyl]-N'-methanesulfonyl-N"-methylguanidine). Procedure details: A solution of 2-(2-aminoethylthiomethyl)-6-(dimethylaminomethyl)benzofuran (Example 1, Step E) (2.6 g., 0.01 mole) and methanesulfonyliminodithiocarbonic acid dimethyl ester (2.0 g., 0.01 mole) in methanol (15 ml.) is kept at 25°-27° C. for 4 hours. A solution of 10 g. of methylamine in 35 ml. of methanol is added and the resulting solution is kept at 25°-27° C. for 16 hours. The solvent is evaporated to leave N-[2-(6-dimethylaminomethyl-2-benzofuranylmethylthio)-ethyl]-N'-methanesulfonyl-N"-met... The reactants are CO (methanol), NCCSCC=1OC2=C(C1)C=CC(=C2)CN(C)C (2-(2-Aminoethylthiomethyl)-6-(dimethylaminomethyl)-benzofuran), CS(C(OC)=S)=NS(=O)(=O)C (methanesulfonyliminodithiocarbonic acid dimethyl ester), CO (methanol), CN (methylamine).